Dataset: the Open Reaction Database (ORD), a public repository of structured organic reaction records. Task: describe an organic reaction: reactants, conditions, products, and yield Starting materials: NC1=C(C(=O)O)C(=CC=C1)F (2-amino-6-fluorobenzoic acid), BrBr (bromine). Run in CO (methanol). Run at temperature -78 celsius, time 2 hour. The product is NC1=CC=C(C(=C1C(=O)O)F)Br (6-amino-3-bromo-2-fluorobenzoic acid). Yield: 50.0%. RXN SMILES: [NH2:1][C:2]1[CH:10]=[CH:9][CH:8]=[C:7]([F:11])[C:3]=1[C:4]([OH:6])=[O:5].[Br:12]Br>CO>[NH2:1][C:2]1[C:3]([C:4]([OH:6])=[O:5])=[C:7]([F:11])[C:8]([Br:12])=[CH:9][CH:10]=1. Procedure: To a solution of 2-amino-6-fluorobenzoic acid (12.0 g, 77.35 mmol) in methanol (150 mL) was added bromine (15.7 mL) at −78° C., and the mixture was stirred 2 hours at −78° C. The reaction mixture was quenched with ice-water (100 mL) and aqueous solution of sodium sulfothioate, and extracted with ethyl acetate (150 mL×3). The organic layers were separated, combined, washed with water (100 mL) and brine (100 mL), dried over sodium sulfate, filtered and concentrated to afford the title crude produc... The reactants are C(CC)P1(OP(OP(O1)(=O)CCC)(=O)CCC)=O (T3P), C(#N)C=1C=CC2=C(N(CC(O2)C(=O)O)C(=O)OCC)C1 (6-cyano-4-ethoxycarbonyl-2,3-dihydro-1,4-benzoxazine-2-carboxylic acid), C(OC1=C(C=C(C(=C1)N)Br)C1CCCC1)(OC)=O ((5-amino-4-bromo-2-cyclopentyl-phenyl) methyl carbonate), N1=CC=CC=C1 (pyridine). Solvent: CC1OCCC1 (2-methyltetrahydrofuran), C(C)(=O)OCC (ethyl acetate). Conditions: time 1 hour. Product: BrC1=C(C=C(C(=C1)C1CCCC1)OC(=O)OC)NC(=O)C1CN(C2=C(O1)C=CC(=C2)C#N)C(=O)OCC (ethyl 2-(2-bromo-4-cyclopentyl-5-(methoxycarbonyloxy)phenylcarbamoyl)-6-cyano-2H-benzo[b][1,4]oxazine-4(3H)-carboxylate). The yield is 35.2%. Reaction SMILES: [C:1]([C:3]1[CH:4]=[CH:5][C:6]2[O:11][CH:10]([C:12]([OH:14])=O)[CH2:9][N:8]([C:15]([O:17][CH2:18][CH3:19])=[O:16])[C:7]=2[CH:20]=1)#[N:2].[C:21](=[O:38])([O:36][CH3:37])[O:22][C:23]1[CH:28]=[C:27]([NH2:29])[C:26]([Br:30])=[CH:25][C:24]=1[CH:31]1[CH2:35][CH2:34][CH2:33][CH2:32]1.N1C=CC=CC=1.C(P1(=O)OP(CCC)(=O)OP(CCC)(=O)O1)CC>CC1CCCO1.C(OCC)(=O)C>[Br:30][C:26]1[CH:25]=[C:24]([CH:31]2[CH2:35][CH2:34][CH2:33][CH2:32]2)[C:23]([O:22][C:21]([O:36][CH3:37])=[O:38])=[CH:28][C:27]=1[NH:29][C:12]([CH:10]1[O:11][C:6]2[CH:5]=[CH:4][C:3]([C:1]#[N:2])=[CH:20][C:7]=2[N:8]([C:15]([O:17][CH2:18][CH3:19])=[O:16])[CH2:9]1)=[O:14]. Procedure: To a solution of 6-cyano-4-ethoxycarbonyl-2,3-dihydro-1,4-benzoxazine-2-carboxylic acid (552 mg, 2.0 mmol) and (5-amino-4-bromo-2-cyclopentyl-phenyl) methyl carbonate (691 mg, 2.20 mmol) in 2-methyltetrahydrofuran (7 mL) at room temperature was added pyridine (404 μL, 5.0 mmol) followed by the addition of T3P (3181 mg, 2.98 mL of 50% w/w solution, 5.0 mmol). The reaction was stirred at room temperature for 1 h. The reaction mixture was diluted with ethyl acetate then quenched with a saturated aq... Starting materials: COC1=CC=C(C=C1)CCC1=C(OCCC2N(CCC2)C)C=CC=C1 (2-(2-{2-[2-(4-methoxyphenyl)ethyl]phenoxy}ethyl)-1-methylpyrrolidine), Cl (hydrogen chloride). Run in O1CCOCC1 (dioxane), solution, O1CCOCC1 (dioxane). Yields the product Cl.COC1=CC=C(C=C1)CCC1=C(OCCC2N(CCC2)C)C=CC=C1 (2-(2-{2-[2-(4-Methoxyphenyl)ethyl]phenoxy}ethyl)-1-methylpyrrolidine hydrochloride). Isolated yield 50.0%. As a reaction SMILES: [CH3:1][O:2][C:3]1[CH:8]=[CH:7][C:6]([CH2:9][CH2:10][C:11]2[CH:25]=[CH:24][CH:23]=[CH:22][C:12]=2[O:13][CH2:14][CH2:15][CH:16]2[CH2:20][CH2:19][CH2:18][N:17]2[CH3:21])=[CH:5][CH:4]=1.[ClH:26]>O1CCOCC1>[ClH:26].[CH3:1][O:2][C:3]1[CH:4]=[CH:5][C:6]([CH2:9][CH2:10][C:11]2[CH:25]=[CH:24][CH:23]=[CH:22][C:12]=2[O:13][CH2:14][CH2:15][CH:16]2[CH2:20][CH2:19][CH2:18][N:17]2[CH3:21])=[CH:7][CH:8]=1 |f:3.4|. Procedure: 0.602 g of 2-(2-{2-[2-(4-methoxyphenyl)ethyl]phenoxy}ethyl)-1-methylpyrrolidine [prepared as described in step (a) above] was dissolved in a small amount of dioxane, and 0.66 ml of a 4N solution of hydrogen chloride in dioxane was added to the solution. The mixture was then concentrated by distillation under reduced pressure, and the resulting oil was dissolved in 15 ml of ethyl acetate and allowed to stand at room temperature. The crystals which precipitated were collected by filtration and dri... RXN SMILES: [CH2:31]1[O:32][CH2:33][CH2:34][CH2:35]1.[CH:1]1([c:5]2[n:6][c:7](-[c:15]3[cH:16][cH:17][c:18]4[cH:19][cH:20][cH:21][n:22][c:23]4[cH:24]3)[c:8]3[n:9]2[cH:10][cH:11][n:12][c:13]3[NH2:14])[CH2:2][CH2:3][CH2:4]1.[s:25]1[c:26]([Li:30])[cH:27][cH:28][cH:29]1>>[CH:1]1([c:5]2[n:6][c:7](-[c:15]3[cH:16][cH:17][c:18]4[cH:19][cH:20][c:21](-[c:26]5[s:25][cH:29][cH:28][cH:27]5)[n:22][c:23]4[cH:24]3)[c:8]3[n:9]2[cH:10][cH:11][n:12][c:13]3[NH2:14])[CH2:2][CH2:3][CH2:4]1. Product: Nc1nccn2c(C3CCC3)nc(-c3ccc4ccc(-c5cccs5)nc4c3)c12. Starting materials: C1CCOC1, Nc1nccn2c(C3CCC3)nc(-c3ccc4cccnc4c3)c12, [Li]c1cccs1. Starting materials: C(C)(=O)OC=1C=CC=2NC3=CC=CC=C3SC2C1Cl (3-acetoxy-4-chloro-10H-phenothiazine), C(C)(=O)Cl (acetyl chloride), CN(C)C=O (DMF), CC(C)([O-])C.[K+] (potassium tert-butoxide). Run in O (water). Reaction conditions: time 1 hour. Yields the product C(C)(=O)OC=1C=CC=2N(C3=CC=CC=C3SC2C1Cl)C(C)=O (3-acetoxy-10-acetyl-4-chloro-10H-phenothiazine). Reaction SMILES: [C:1]([O:4][C:5]1[CH:6]=[CH:7][C:8]2[NH:9][C:10]3[C:15]([S:16][C:17]=2[C:18]=1[Cl:19])=[CH:14][CH:13]=[CH:12][CH:11]=3)(=[O:3])[CH3:2].[C:20](Cl)(=[O:22])[CH3:21].CN(C=O)C.CC(C)([O-])C.[K+]>O>[C:1]([O:4][C:5]1[CH:6]=[CH:7][C:8]2[N:9]([C:20](=[O:22])[CH3:21])[C:10]3[C:15]([S:16][C:17]=2[C:18]=1[Cl:19])=[CH:14][CH:13]=[CH:12][CH:11]=3)(=[O:3])[CH3:2] |f:3.4|. Procedure details: To 1.1 g of 3-acetoxy-4-chloro-10H-phenothiazine (see Example 4) was added acetyl chloride (7 ml), DMF (5 ml) and potassium tert-butoxide (0.42 g). The reaction mixture was stirred at ambient temperature for 1 hour and then, poured in water. The resulting precipitate was filtred and purified by chromatography on silica gel to give (1.08 g) 3-acetoxy-10-acetyl-4-chloro-10H-phenothiazine (m.p. 155° C.). Yields the product CCN(CCCC1c2ccccc2C=Cc2ccccc21)Cc1ccccc1. Reaction SMILES: [CH2:20]([CH3:21])[NH:22][CH2:23][c:24]1[cH:25][cH:26][cH:27][cH:28][cH:29]1.[I:1][CH2:2][CH2:3][CH2:4][CH:5]1[c:6]2[c:7]([cH:16][cH:17][cH:18][cH:19]2)[CH:8]=[CH:9][c:10]2[c:11]1[cH:12][cH:13][cH:14][cH:15]2>>[CH2:2]([CH2:3][CH2:4][CH:5]1[c:6]2[c:7]([cH:16][cH:17][cH:18][cH:19]2)[CH:8]=[CH:9][c:10]2[c:11]1[cH:12][cH:13][cH:14][cH:15]2)[N:22]([CH2:20][CH3:21])[CH2:23][c:24]1[cH:25][cH:26][cH:27][cH:28][cH:29]1. The reactants are CCNCc1ccccc1, ICCCC1c2ccccc2C=Cc2ccccc21. RXN SMILES: C(O[C:4]1[CH:16]=[CH:15][CH:14]=[CH:13][C:5]=1[CH:6]=[CH:7][C:8]([O:10][CH2:11][CH3:12])=[O:9])C.[H][H].[CH2:19]([OH:21])[CH3:20]>[Pd]>[CH2:19]([O:21][CH:7]([CH2:6][C:5]1[CH:4]=[CH:16][CH:15]=[CH:14][CH:13]=1)[C:8]([O:10][CH2:11][CH3:12])=[O:9])[CH3:20]. Starting materials: C(C)OC1=C(C=CC(=O)OCC)C=CC=C1 (ethyl 2-ethoxycinnamate), [H][H] (hydrogen), C(C)O (ethanol). Yield: 97.0%. Procedure details: A solution of ethyl 2-ethoxycinnamate (53.9 g, 0.267 mol; prepared as described in Justus Liebigs Ann. Chem. 699, 53 (1966) ) in ethanol (500 ml) was hydrogenated in the presence of 5% palladium on activated charcoal (5.0 g) at ambient temperature under pressure 10 atm until absorption of hydrogen ceased. The catalyst was filtered off and the filtrate was evaporated to give 52.8 g (97%) of ethyl 2-ethoxy-3-phenylpropionate as an oil. The reagents and catalysts are [Pd] (palladium on activated charcoal). Product: C(C)OC(C(=O)OCC)CC1=CC=CC=C1 (ethyl 2-ethoxy-3-phenylpropionate). The reactants are C(C1=CC=CC=C1)C1=CC=C(S1)C1=CC=C(OC[C@H]2NCCC2)C=C1 ((S)-2-[4-(5-Benzyl-thiophen-2-yl)-phenoxymethyl]-pyrrolidine), BrCCCC(=O)OC (methyl 4-bromobutyrate). Yields the product C(C1=CC=CC=C1)C1=CC=C(S1)C1=CC=C(OC[C@H]2N(CCC2)CCCC(=O)O)C=C1 (4-{(S)-2-[4-(5-Benzyl-thiophen-2-yl)-phenoxymethyl]-pyrrolidin-1-yl}-butyric acid). Yield: 30.0%. RXN SMILES: [CH2:1]([C:8]1[S:12][C:11]([C:13]2[CH:25]=[CH:24][C:16]([O:17][CH2:18][C@@H:19]3[CH2:23][CH2:22][CH2:21][NH:20]3)=[CH:15][CH:14]=2)=[CH:10][CH:9]=1)[C:2]1[CH:7]=[CH:6][CH:5]=[CH:4][CH:3]=1.Br[CH2:27][CH2:28][CH2:29][C:30]([O:32]C)=[O:31]>>[CH2:1]([C:8]1[S:12][C:11]([C:13]2[CH:25]=[CH:24][C:16]([O:17][CH2:18][C@@H:19]3[CH2:23][CH2:22][CH2:21][N:20]3[CH2:27][CH2:28][CH2:29][C:30]([OH:32])=[O:31])=[CH:15][CH:14]=2)=[CH:10][CH:9]=1)[C:2]1[CH:3]=[CH:4][CH:5]=[CH:6][CH:7]=1. Reported procedure: The title compound was prepared from the product of example 172 (100 mg, 0.22 mmol) and methyl 4-bromobutyrate (56 mg, 0.31 mmol) using the procedure of example 147 with 30% yield (30 mg). 1HNMR (CD3OD) 7.44 (br d, J=8 Hz, 2H), 7.32-7.20 (m, 5H), 7.01 (br d, J=3.6 Hz, 1H), 6.99 (br d, J=8 Hz, 2H), 6.73 (br d, J=3.6 Hz, 1H), 4.70 (br, 1H), 4.20 (br, 2H), 4.12 (s, 2H), 3.97 (br, 1H), 3.59 (br, 3H), 3.00 (br, 2H), 2.45 (br, 2H), 2.19-1.98 (br, 4H), LC/MS (ESI+) m/z: 92%; 437 (M+1, 100). Elemental a... Reactants: CCOC(=O)C=Cc1cnn(C)c1-c1cccs1, CO, Cl, [Na+], [OH-]. Product: Cn1ncc(C=CC(=O)O)c1-c1cccs1. As a reaction SMILES: [CH3:1][n:2]1[n:3][cH:4][c:5]([CH:12]=[CH:13][C:14](=[O:15])[O:16][CH2:17][CH3:18])[c:6]1-[c:7]1[s:8][cH:9][cH:10][cH:11]1.[CH3:22][OH:23].[ClH:21].[Na+:20].[OH-:19]>>[CH3:1][n:2]1[n:3][cH:4][c:5]([CH:12]=[CH:13][C:14](=[O:15])[OH:16])[c:6]1-[c:7]1[s:8][cH:9][cH:10][cH:11]1. Starting materials: BrC1=CC(=C(CC#N)C=C1)F (4-bromo-2-fluoro benzyl cyanide), C(=O)(O)[O-].[Na+] (NaHCO3), C(CCC)[Li] (n-Butyllithium), CC1=CC2=C(N=CO2)C=C1 (6-methylbenzoxazole), C(CCC)[Li] (n-Butyllithium). The reagents and catalysts are [Cl-].[Cl-].[Zn+2] (ZnCl2), Cl[Pd]([P](C1=CC=CC=C1)(C2=CC=CC=C2)C3=CC=CC=C3)([P](C4=CC=CC=C4)(C5=CC=CC=C5)C6=CC=CC=C6)Cl (PdCl2(PPh3)2). The solvent is C1CCOC1 (THF), hexanes, C1CCOC1 (THF), C1CCOC1 (THF). Conditions: temperature -78 celsius, time 15 minute. Yields the product FC1=C(C=CC(=C1)C=1OC2=C(N1)C=CC(=C2)C)CC#N ([2-fluoro-4-(6-methyl-1,3-benzoxazol-2-yl)phenyl]acetonitrile). Reaction SMILES: [CH3:1][C:2]1[CH:10]=[CH:9][C:5]2[N:6]=[CH:7][O:8][C:4]=2[CH:3]=1.C([Li])CCC.Br[C:17]1[CH:25]=[CH:24][C:20]([CH2:21][C:22]#[N:23])=[C:19]([F:26])[CH:18]=1.C([O-])(O)=O.[Na+]>C1COCC1.[Cl-].[Cl-].[Zn+2].Cl[Pd](Cl)([P](C1C=CC=CC=1)(C1C=CC=CC=1)C1C=CC=CC=1)[P](C1C=CC=CC=1)(C1C=CC=CC=1)C1C=CC=CC=1>[F:26][C:19]1[CH:18]=[C:17]([C:7]2[O:8][C:4]3[CH:3]=[C:2]([CH3:1])[CH:10]=[CH:9][C:5]=3[N:6]=2)[CH:25]=[CH:24][C:20]=1[CH2:21][C:22]#[N:23] |f:3.4,6.7.8,^1:42,61|. Reported procedure: To a stirred solution of 6-methylbenzoxazole (173 mg, 1.3 mmol) in THF (5 mL) at −78° C., was added n-Butyllithium (640 μL, 2.5M in hexanes, 1.6 mmol). The resulting reaction mixture was stirred for 15 min at −78° C. and ZnCl2 (3.9 mL, 1M in Et2O, 3.9 mmol) was added via a syringe. After warming up the reaction mixture at 0° C. for 1 h, a solution of 4-bromo-2-fluoro benzyl cyanide (214 mg, 1.0 mmol) in THF (2 mL) was added, along with Pd0 (a fresh suspension prepared as follows: 200 μL n-Butyll...